From a dataset of the Open Reaction Database (ORD), a public repository of structured organic reaction records. describe an organic reaction: reactants, conditions, products, and yield The reactants are CC(=O)O[BH-](OC(C)=O)OC(C)=O, CS(=O)(=O)N1CCc2c(c(-c3ccc(C(F)(F)F)cc3)nn2CCC=O)C1, O=[N+]([O-])c1cccc(Cl)c1N1CCNCC1, ClCCl, [Na+], [Na+], [Na+], O=S(=O)([O-])[O-]. Yields the product CS(=O)(=O)N1CCc2c(c(-c3ccc(C(F)(F)F)cc3)nn2CCCN2CCN(c3c(Cl)cccc3[N+](=O)[O-])CC2)C1. RXN SMILES: [C:51]([O:52][BH-:53]([O:54][C:55](=[O:56])[CH3:57])[O:58][C:59](=[O:60])[CH3:61])(=[O:62])[CH3:63].[CH3:1][S:2](=[O:3])(=[O:4])[N:5]1[CH2:6][c:7]2[c:8]([n:11]([CH2:24][CH2:25][CH:26]=[O:27])[n:12][c:13]2-[c:14]2[cH:15][cH:16][c:17]([C:20]([F:21])([F:22])[F:23])[cH:18][cH:19]2)[CH2:9][CH2:10]1.[Cl:28][c:29]1[c:30]([N:38]2[CH2:39][CH2:40][NH:41][CH2:42][CH2:43]2)[c:31]([N+:35](=[O:36])[O-:37])[cH:32][cH:33][cH:34]1.[Cl:65][CH2:66][Cl:67].[Na+:44].[Na+:45].[Na+:64].[O-:46][S:47](=[O:48])(=[O:49])[O-:50]>>[CH3:1][S:2](=[O:3])(=[O:4])[N:5]1[CH2:6][c:7]2[c:8]([n:11]([CH2:24][CH2:25][CH2:26][N:41]3[CH2:40][CH2:39][N:38]([c:30]4[c:29]([Cl:28])[cH:34][cH:33][cH:32][c:31]4[N+:35](=[O:36])[O-:37])[CH2:43][CH2:42]3)[n:12][c:13]2-[c:14]2[cH:15][cH:16][c:17]([C:20]([F:21])([F:22])[F:23])[cH:18][cH:19]2)[CH2:9][CH2:10]1. The reactants are NC1=CC=CC=C1 (Aniline), O1C(CCCCCCC1=O)=O (oxonane-2,9-dione). Run in C1CCOC1 (THF), O (water). Reaction conditions: time 0.5 hour. Product: C1(=CC=CC=C1)NC(=O)CCCCCCC(=O)O (7-(phenylcarbamoyl)heptanoic acid). The yield is 10.9%. As a reaction SMILES: [NH2:1][C:2]1[CH:7]=[CH:6][CH:5]=[CH:4][CH:3]=1.[O:8]1[C:16](=[O:17])[CH2:15][CH2:14][CH2:13][CH2:12][CH2:11][CH2:10][C:9]1=[O:18]>C1COCC1.O>[C:2]1([NH:1][C:16]([CH2:15][CH2:14][CH2:13][CH2:12][CH2:11][CH2:10][C:9]([OH:18])=[O:8])=[O:17])[CH:7]=[CH:6][CH:5]=[CH:4][CH:3]=1. Procedure: Aniline (0.6 g, 6.4 mmol) was added at room temperature to a stirred solution of oxonane-2,9-dione (1.0 g, 6.4 mmol) in THF anhydrous. After stirring at RT for 0.5 h, the resulting mixture was diluted with water (100 mL). The formed white solid was filtered and collected. Purification by silica gel column chromatography using as eluent EtOAc:cyclohexane=80:20 to 100:0 afforded 7-(phenylcarbamoyl)heptanoic acid as a white solid (174 mg, 11% yield). Starting materials: S(C)(=O)(=O)O.S(C)(=O)(=O)O.O[C@H]1C[C@H]2[C@H](C[C@H]3[C@@H]4CC[C@H]([C@@H](CCC(C(C)C)=O)C)[C@]4(CC[C@@H]3[C@]2(CC1)C)C)O (3α,6α-dihydroxy-5β-cholestan-24-one dimesylate), [Cl-].[K+] (potassium chloride), [Cl-].[Na+] (sodium chloride), [Cl-].[Li+] (lithium chloride). The product is ClC1CC2=CC[C@H]3[C@@H]4CC[C@H]([C@@H](CCC(C(C)C)=O)C)[C@]4(CC[C@@H]3[C@]2(CC1)C)C (3-chlorocholest-5-en-24-one). As a reaction SMILES: S(O)(=O)(=O)C.S(O)(=O)(=O)C.O[C@@H:12]1[CH2:37][CH2:36][C@@:35]2([CH3:38])[C@H:14]([C@@H:15](O)[CH2:16][C@@H:17]3[C@@H:34]2[CH2:33][CH2:32][C@@:31]2([CH3:39])[C@H:18]3[CH2:19][CH2:20][C@@H:21]2[C@H:22]([CH3:30])[CH2:23][CH2:24][C:25](=[O:29])[CH:26]([CH3:28])[CH3:27])[CH2:13]1.[Cl-:41].[K+].[Cl-].[Na+].[Cl-].[Li+]>>[Cl:41][CH:12]1[CH2:37][CH2:36][C@@:35]2([CH3:38])[C:14](=[CH:15][CH2:16][C@@H:17]3[C@@H:34]2[CH2:33][CH2:32][C@@:31]2([CH3:39])[C@H:18]3[CH2:19][CH2:20][C@@H:21]2[C@H:22]([CH3:30])[CH2:23][CH2:24][C:25](=[O:29])[CH:26]([CH3:28])[CH3:27])[CH2:13]1 |f:0.1.2,3.4,5.6,7.8|. Reported procedure: 3α,6α-Dihydroxy-5β-cholestan-24-one (I) is mesylated in a conventional manner to form 3α,6α-dihydroxy-5β-cholestan-24-one dimesylate (VI). Then the compound (VI) is reacted with an inorganic salt such as potassium chloride, sodium chloride or lithium chloride to give 3-chlorocholest-5-en-24-one (VII). Starting materials: CC(=O)OC(C)=O, ClCCl, [N-]=[N+]=Nc1cc2ccc(O)cc2oc1=O, c1ccncc1. Yields the product CC(=O)Oc1ccc2cc(N=[N+]=[N-])c(=O)oc2c1. As a reaction SMILES: [CH3:16][C:17](=[O:18])[O:19][C:20](=[O:21])[CH3:22].[Cl:29][CH2:30][Cl:31].[N:1](=[N+:2]=[N-:3])[c:4]1[c:5](=[O:15])[o:6][c:7]2[cH:8][c:9]([OH:14])[cH:10][cH:11][c:12]2[cH:13]1.[cH:23]1[cH:24][cH:25][n:26][cH:27][cH:28]1>>[N:1](=[N+:2]=[N-:3])[c:4]1[c:5](=[O:15])[o:6][c:7]2[cH:8][c:9]([O:14][C:17]([CH3:16])=[O:18])[cH:10][cH:11][c:12]2[cH:13]1. Reactants: CCO, Nc1cc(F)ccc1F, O=C1CCNC(=O)C1. The product is O=C1C=C(Nc2cc(F)ccc2F)CCN1. As a reaction SMILES: [CH3:18][CH2:19][OH:20].[F:1][c:2]1[c:3]([NH2:4])[cH:5][c:6]([F:9])[cH:7][cH:8]1.[O:10]=[C:11]1[NH:12][CH2:13][CH2:14][C:15](=[O:17])[CH2:16]1>>[F:1][c:2]1[c:3]([NH:4][C:15]2=[CH:16][C:11](=[O:10])[NH:12][CH2:13][CH2:14]2)[cH:5][c:6]([F:9])[cH:7][cH:8]1.